Dataset: the Open Reaction Database (ORD), a public repository of structured organic reaction records. Task: describe an organic reaction: reactants, conditions, products, and yield Reactants: FC1=CC2=C(N(C(=N2)COC2=CC=CC=C2)CC2=CC=C(C=C2)OC(F)(F)F)C=C1N1CCNCC1 (5-fluoro-2-phenoxymethyl-6-piperazin-1-yl-1-(4-trifluoromethoxy-benzyl)-1H-benzoimidazole), TEA, CC1=C(C(=O)Cl)C=CC=C1 (2-Methyl-benzoyl chloride). Solvent: ClCCl (dichloromethane), ClCCl (dichloromethane). Conditions: time 5 hour. The product is FC=1C(=CC2=C(N=C(N2CC2=CC=C(C=C2)OC(F)(F)F)COC2=CC=CC=C2)C1)N1CCN(CC1)C(=O)C1=C(C=CC=C1)C ({4-[6-Fluoro-2-phenoxymethyl-3-(4-trifluoromethoxy-benzyl)-3H-benzoimidazol-5-yl]-piperazine-1-yl}-o-tolyl-methanone). As a reaction SMILES: [F:1][C:2]1[C:30]([N:31]2[CH2:36][CH2:35][NH:34][CH2:33][CH2:32]2)=[CH:29][C:5]2[N:6]([CH2:17][C:18]3[CH:23]=[CH:22][C:21]([O:24][C:25]([F:28])([F:27])[F:26])=[CH:20][CH:19]=3)[C:7]([CH2:9][O:10][C:11]3[CH:16]=[CH:15][CH:14]=[CH:13][CH:12]=3)=[N:8][C:4]=2[CH:3]=1.[CH3:37][C:38]1[CH:46]=[CH:45][CH:44]=[CH:43][C:39]=1[C:40](Cl)=[O:41]>ClCCl>[F:1][C:2]1[C:30]([N:31]2[CH2:36][CH2:35][N:34]([C:40]([C:39]3[CH:43]=[CH:44][CH:45]=[CH:46][C:38]=3[CH3:37])=[O:41])[CH2:33][CH2:32]2)=[CH:29][C:5]2[N:6]([CH2:17][C:18]3[CH:19]=[CH:20][C:21]([O:24][C:25]([F:26])([F:27])[F:28])=[CH:22][CH:23]=3)[C:7]([CH2:9][O:10][C:11]3[CH:12]=[CH:13][CH:14]=[CH:15][CH:16]=3)=[N:8][C:4]=2[CH:3]=1. Reported procedure: 80 mg of 5-fluoro-2-phenoxymethyl-6-piperazin-1-yl-1-(4-trifluoromethoxy-benzyl)-1H-benzoimidazole (0.16 mmol) and 0.033 ml TEA (0.24 mmol) were dissolved in 1.5 ml dichloromethane and treated with 0.026 ml 2-Methyl-benzoyl chloride (0.2 mmol). After 5 h stirring at rt, the reaction mixture was diluted with dichloromethane, washed with water, saturated sodium bicarbonate and brine, dried with magnesium sulfate, filtered and concentrated in vacuo, leading to 74 mg light yellow solid (73%). MS (IS... Reactants: CCOC(=O)c1c(C)nn2c(-c3ccc(Cl)cc3Cl)c(C)ccc12, [Na+], [Na+], O=C([O-])O, [OH-], O=S(=O)(O)O. Yields the product Cc1cc2ccc(C)c(-c3ccc(Cl)cc3Cl)n2n1. RXN SMILES: [Cl:1][c:2]1[c:3](-[c:9]2[c:10]([CH3:24])[cH:11][cH:12][c:13]3[n:14]2[n:15][c:16]([CH3:23])[c:17]3[C:18]([O:19][CH2:20][CH3:21])=[O:22])[cH:4][cH:5][c:6]([Cl:8])[cH:7]1.[Na+:26].[Na+:31].[O-:27][C:28]([OH:29])=[O:30].[OH-:25].[S:32](=[O:33])(=[O:34])([OH:35])[OH:36]>>[Cl:1][c:2]1[c:3](-[c:9]2[c:10]([CH3:24])[cH:11][cH:12][c:13]3[n:14]2[n:15][c:16]([CH3:23])[cH:17]3)[cH:4][cH:5][c:6]([Cl:8])[cH:7]1. The reactants are CCC1(C=C2Cc3c(cccc3-c3ccc(C(C)(C)C)cc3)C2=O)CCCCC1, CCOC(C)=O, [H][H]. The product is CCC1(CC2Cc3c(cccc3-c3ccc(C(C)(C)C)cc3)C2=O)CCCCC1. Reaction SMILES: [C:1]([CH3:2])([CH3:3])([CH3:4])[c:5]1[cH:6][cH:7][c:8](-[c:11]2[c:12]3[c:16]([cH:17][cH:18][cH:19]2)[C:15](=[O:20])[C:14](=[CH:21][C:22]2([CH2:28][CH3:29])[CH2:23][CH2:24][CH2:25][CH2:26][CH2:27]2)[CH2:13]3)[cH:9][cH:10]1.[CH3:32][CH2:33][O:34][C:35](=[O:36])[CH3:37].[H:30][H:31]>>[C:1]([CH3:2])([CH3:3])([CH3:4])[c:5]1[cH:6][cH:7][c:8](-[c:11]2[c:12]3[c:16]([cH:17][cH:18][cH:19]2)[C:15](=[O:20])[CH:14]([CH2:21][C:22]2([CH2:28][CH3:29])[CH2:23][CH2:24][CH2:25][CH2:26][CH2:27]2)[CH2:13]3)[cH:9][cH:10]1. Reactants: CC(C)(C)[Si](C)(C)OC1CCC(O)C1, O=C1NC(=O)c2ccccc21, CCOC(=O)N=NC(=O)OCC, C1CCOC1, c1ccc(P(c2ccccc2)c2ccccc2)cc1. The product is CC(C)(C)[Si](C)(C)OC1CCC(N2C(=O)c3ccccc3C2=O)C1. Reaction SMILES: [C:1]([CH3:2])([CH3:3])([CH3:4])[Si:5]([O:6][CH:7]1[CH2:8][CH:9]([OH:12])[CH2:10][CH2:11]1)([CH3:13])[CH3:14].[O:34]=[C:35]1[NH:36][C:37](=[O:38])[c:39]2[cH:40][cH:41][cH:42][cH:43][c:44]21.[O:45]=[C:46]([O:47][CH2:48][CH3:49])[N:50]=[N:51][C:52]([O:53][CH2:54][CH3:55])=[O:56].[O:57]1[CH2:58][CH2:59][CH2:60][CH2:61]1.[c:15]1([P:16]([c:17]2[cH:18][cH:19][cH:20][cH:21][cH:22]2)[c:23]2[cH:24][cH:25][cH:26][cH:27][cH:28]2)[cH:29][cH:30][cH:31][cH:32][cH:33]1>>[C:1]([CH3:2])([CH3:3])([CH3:4])[Si:5]([O:6][CH:7]1[CH2:8][CH:9]([N:36]2[C:35](=[O:34])[c:44]3[c:39]([cH:40][cH:41][cH:42][cH:43]3)[C:37]2=[O:38])[CH2:10][CH2:11]1)([CH3:13])[CH3:14]. The reactants are O=C(Cl)Oc1ccccc1, C1CCOC1, O=C(CO)c1ccc(C(F)(F)F)cc1, c1ccncc1. Yields the product O=C(OCC(=O)c1ccc(C(F)(F)F)cc1)Oc1ccccc1. As a reaction SMILES: [C:21]([O:22][c:23]1[cH:24][cH:25][cH:26][cH:27][cH:28]1)(=[O:29])[Cl:30].[O:31]1[CH2:32][CH2:33][CH2:34][CH2:35]1.[OH:1][CH2:2][C:3](=[O:4])[c:5]1[cH:6][cH:7][c:8]([C:11]([F:12])([F:13])[F:14])[cH:9][cH:10]1.[cH:15]1[cH:16][cH:17][n:18][cH:19][cH:20]1>>[O:1]([CH2:2][C:3](=[O:4])[c:5]1[cH:6][cH:7][c:8]([C:11]([F:12])([F:13])[F:14])[cH:9][cH:10]1)[C:21]([O:22][c:23]1[cH:24][cH:25][cH:26][cH:27][cH:28]1)=[O:29]. Reactants: BrC(CCCCCCCCCC)O (bromo-1-undecanol), [N-]=[N+]=[N-].[Na+] (NaN3). The solvent is CN(C)C=O (DMF). Conditions: time 24 hour. Product: N(=[N+]=[N-])CCCCCCCCCCCO (11-azidoundecan-1-ol). Yield: 107.2%. Reaction SMILES: Br[CH:2]([OH:13])[CH2:3][CH2:4][CH2:5][CH2:6][CH2:7][CH2:8][CH2:9][CH2:10][CH2:11][CH3:12].[N-:14]=[N+:15]=[N-:16].[Na+]>CN(C=O)C>[N:14]([CH2:12][CH2:11][CH2:10][CH2:9][CH2:8][CH2:7][CH2:6][CH2:5][CH2:4][CH2:3][CH2:2][OH:13])=[N+:15]=[N-:16] |f:1.2|. Reported procedure: To a 250 mL round-bottom dry flask was added anhydrous DMF (60 mL), 11 bromo-1-undecanol (10 g, 39.8 mmol) and NaN3 (2.85 g, 43.8 mmol). The solution was stirred with a magnetic bar for 24 hours at ambient temperature and quenched with DI water (60 mL). The solution was extracted with CH2Cl2 (3×40 mL), re-extracted with DI water (2×50 mL), dried with sodium sulfate overnight, and filtered. After the removal of the solvent by a rotoevaporator, a clear, colorless liquid (9.1 g, 93.4%) was obtained... Reagents/catalysts: C=1C=CC(=CC1)[P](C=2C=CC=CC2)(C=3C=CC=CC3)[Pd]([P](C=4C=CC=CC4)(C=5C=CC=CC5)C=6C=CC=CC6)([P](C=7C=CC=CC7)(C=8C=CC=CC8)C=9C=CC=CC9)[P](C=1C=CC=CC1)(C=1C=CC=CC1)C=1C=CC=CC1 (Pd(PPh3)4). Procedure: Tert-butyl 3-bromo-1H-indazole-1-carboxylate (5.0 g, 16.8 mmol) and a mixture of the regio-isomers of 1-(4-methoxybenzyl)-5-(4-(4,4,5,5-tetramethyl-1,3,2-dioxaborolan-2-yl)phenyl)-1H-tetrazole (Example 19, step ii) (7.92 g, 20.2 mmol) were dissolved in 100 ml of a 1 to 1 mixture of 1,4-dioxane and water under a nitrogen atmosphere. Sodium carbonate (5.35 g, 50.5 mmol) was added and the system was purged with nitrogen. Then Pd(PPh3)4 (486 mg, 0.42 mmol) was added and the reaction mixture was heat... The solvent is FC(C(C(F)(F)F)(O)C1=CC=C(C=C1)C1=NN(C2=CC=CC=C12)S(=O)(=O)C1=C(C=CC=C1)C(F)(F)F)(F)F (1,1,1,3,3,3-hexafluoro-2-(4-(1-(2-(trifluoromethyl)phenylsulfonyl)-1H-indazol-3-yl)phenyl)propan-2-ol), O1CCOCC1 (1,4-dioxane), O (water), O (water). Yields the product COC1=CC=C(CN2N=NN=C2C2=CC=C(C=C2)C2=NNC3=CC=CC=C23)C=C1 (3-(4-(1-(4-methoxybenzyl)-1H-tetrazol-5-yl)phenyl)-1H-indazole). RXN SMILES: Br[C:2]1[C:10]2[C:5](=[CH:6][CH:7]=[CH:8][CH:9]=2)[N:4](C(OC(C)(C)C)=O)[N:3]=1.[CH3:18][O:19][C:20]1[CH:46]=[CH:45][C:23]([CH2:24][N:25]2[C:29]([C:30]3[CH:35]=[CH:34][C:33](B4OC(C)(C)C(C)(C)O4)=[CH:32][CH:31]=3)=[N:28][N:27]=[N:26]2)=[CH:22][CH:21]=1.C(=O)([O-])[O-].[Na+].[Na+]>FC(F)(F)C(C1C=CC(C2C3C(=CC=CC=3)N(S(C3C=CC=CC=3C(F)(F)F)(=O)=O)N=2)=CC=1)(O)C(F)(F)F.O1CCOCC1.O.C1C=CC([P]([Pd]([P](C2C=CC=CC=2)(C2C=CC=CC=2)C2C=CC=CC=2)([P](C2C=CC=CC=2)(C2C=CC=CC=2)C2C=CC=CC=2)[P](C2C=CC=CC=2)(C2C=CC=CC=2)C2C=CC=CC=2)(C2C=CC=CC=2)C2C=CC=CC=2)=CC=1>[CH3:18][O:19][C:20]1[CH:21]=[CH:22][C:23]([CH2:24][N:25]2[C:29]([C:30]3[CH:35]=[CH:34][C:33]([C:2]4[C:10]5[C:5](=[CH:6][CH:7]=[CH:8][CH:9]=5)[NH:4][N:3]=4)=[CH:32][CH:31]=3)=[N:28][N:27]=[N:26]2)=[CH:45][CH:46]=1 |f:2.3.4,^1:101,103,122,141|. The reactants are BrC1=NN(C2=CC=CC=C12)C(=O)OC(C)(C)C (Tert-butyl 3-bromo-1H-indazole-1-carboxylate), COC1=CC=C(CN2N=NN=C2C2=CC=C(C=C2)B2OC(C(O2)(C)C)(C)C)C=C1 (1-(4-methoxybenzyl)-5-(4-(4,4,5,5-tetramethyl-1,3,2-dioxaborolan-2-yl)phenyl)-1H-tetrazole), C([O-])([O-])=O.[Na+].[Na+] (Sodium carbonate). The reactants are C=O (formaldehyde), C(C1=C(C(=C(C(=C1)C)O)CC1=C(C=C(C(=C1)C)O)C)C)C1=C(C(=C(C(=C1)C)O)CC1=C(C=C(C(=C1)C)O)C)C (4,4'-methylenebis[2-(4-hydroxy-2,5-dimethylbenzyl)-3,6-dimethylphenol]), [OH-].[Na+] (sodium hydroxide), O (water), C(C)(=O)O (acetic acid). The solvent is O1CCCC1 (tetrahydrofurane). Reaction conditions: temperature 40 celsius, time 6 hour. The product is 71.9, C(C1=C(C(=C(C(=C1)C)O)CC1=C(C(=C(C(=C1)C)O)CO)C)C)C1=C(C(=C(C(=C1)C)O)CC1=C(C(=C(C(=C1)C)O)CO)C)C (4,4'-methylenebis[2-(4-hydroxy-3-hydroxymethyl-2,5-dimethylbenzyl)-3,6-dimethylphenol]). As a reaction SMILES: [CH2:1]([C:21]1[CH:26]=[C:25]([CH3:27])[C:24]([OH:28])=[C:23]([CH2:29][C:30]2[CH:35]=[C:34]([CH3:36])[C:33]([OH:37])=[CH:32][C:31]=2[CH3:38])[C:22]=1[CH3:39])[C:2]1[CH:7]=[C:6]([CH3:8])[C:5]([OH:9])=[C:4]([CH2:10][C:11]2[CH:16]=[C:15]([CH3:17])[C:14]([OH:18])=[CH:13][C:12]=2[CH3:19])[C:3]=1[CH3:20].[OH-:40].[Na+].O.[CH2:43]=O.[C:45]([OH:48])(=O)C>O1CCCC1>[CH2:1]([C:2]1[CH:7]=[C:6]([CH3:8])[C:5]([OH:9])=[C:4]([CH2:10][C:11]2[CH:16]=[C:15]([CH3:17])[C:14]([OH:18])=[C:13]([CH2:45][OH:48])[C:12]=2[CH3:19])[C:3]=1[CH3:20])[C:21]1[CH:26]=[C:25]([CH3:27])[C:24]([OH:28])=[C:23]([CH2:29][C:30]2[CH:35]=[C:34]([CH3:36])[C:33]([OH:37])=[C:32]([CH2:43][OH:40])[C:31]=2[CH3:38])[C:22]=1[CH3:39] |f:1.2|. Reported procedure: Into a four-necked flask were charged 78.7 parts of 4,4'-methylenebis[2-(4-hydroxy-2,5-dimethylbenzyl)-3,6-dimethylphenol], 28.8 parts of sodium hydroxide, 850 parts of water and 150 parts of tetrahydrofurane and they were completely dissolved. While stirring at 40° C., 73.0 parts of 37% formaldehyde was added dropwise thereto and the reaction was conducted for 6 hours. After completion of the reaction, 45.0 parts of acetic acid was added for neutralization and then the mixture was cooled to 25°...